From a dataset of the Open Reaction Database (ORD), a public repository of structured organic reaction records. describe an organic reaction: reactants, conditions, products, and yield Reactants: C(C)(C)(C)OC(=O)NC(C(C(=O)O)O)CC(F)(F)F (3(RS)-(tert-butoxyformamido)-5,5,5-trifluoro-2(RS)-hydroxyvaleric acid), CC1=C(N)C=CC(=C1)C (2,4-dimethylaniline), Cl.CN(CCCN=C=NCC)C (1-(3-dimethylaminopropyl)-3-ethylcarbodiimide hydrochloride), ON1N=NC2=C1C=CC=C2 (1-hydroxybenzotriazole). The solvent is ClCCl (dichloromethane), C(C)OCC (diethyl ether). Reaction conditions: time 2 hour. Yields the product C(C)(C)(C)OC(=O)NC(C(C(=O)NC1=C(C=C(C=C1)C)C)O)CC(F)(F)F (3(RS)-(tert-butoxyformamido)-5,5,5-trifluoro-2(RS)-hydroxy-2′,4′ dimethylvaleranilide). Yield: 93.0%. Reaction SMILES: [C:1]([O:5][C:6]([NH:8][CH:9]([CH2:15][C:16]([F:19])([F:18])[F:17])[CH:10]([OH:14])[C:11]([OH:13])=O)=[O:7])([CH3:4])([CH3:3])[CH3:2].[CH3:20][C:21]1[CH:27]=[C:26]([CH3:28])[CH:25]=[CH:24][C:22]=1[NH2:23].Cl.CN(C)CCCN=C=NCC.ON1C2C=CC=CC=2N=N1>ClCCl.C(OCC)C>[C:1]([O:5][C:6]([NH:8][CH:9]([CH2:15][C:16]([F:19])([F:18])[F:17])[CH:10]([OH:14])[C:11]([NH:23][C:22]1[CH:24]=[CH:25][C:26]([CH3:28])=[CH:27][C:21]=1[CH3:20])=[O:13])=[O:7])([CH3:2])([CH3:3])[CH3:4] |f:2.3|. Reported procedure: A mixture of 287 mg (1 mmol) of 3(RS)-(tert-butoxyformamido)-5,5,5-trifluoro-2(RS)-hydroxyvaleric acid, 363 mg (3 mmol) of 2,4-dimethylaniline, 288 mg (1.5 mmol) of 1-(3-dimethylaminopropyl)-3-ethylcarbodiimide hydrochloride and 150 mg (1.1 mmol) of 1-hydroxybenzotriazole in 10 ml of dichloromethane was stirred at room temperature for 2 hours. The solution was diluted with diethyl ether, washed with 2M hydrochloric acid and saturated sodium bicarbonate solution and then dried over anhydrous magn... Starting materials: O1C(C1)COC=1C=CC2=C(SC(=C2)C2=NC(=NC=C2)NC2CC(NC(C2)(C)C)(C)C)C1 ([4-(6-Oxiranylmethoxy-benzo[b]thiophen-2-yl)-pyrimidin-2-yl]-(2,2,6,6-tetramethyl-piperidin-4-yl)-amine), C(C)(C)N (isopropylamine). Solvent: C(C)O (ethanol). Run at temperature 70 celsius, time 24 hour. Yields the product C(C)(C)NCC(COC=1C=CC2=C(SC(=C2)C2=NC(=NC=C2)NC2CC(NC(C2)(C)C)(C)C)C1)O (1-Isopropylamino-3-{2-[2-(2,2,6,6-tetramethyl-piperidin-4-ylamino)-pyrimidin-4-yl]-benzo[b]thiophen-6-yloxy}-propan-2-ol). RXN SMILES: [O:1]1[CH2:3][CH:2]1[CH2:4][O:5][C:6]1[CH:7]=[CH:8][C:9]2[CH:13]=[C:12]([C:14]3[CH:19]=[CH:18][N:17]=[C:16]([NH:20][CH:21]4[CH2:26][C:25]([CH3:28])([CH3:27])[NH:24][C:23]([CH3:30])([CH3:29])[CH2:22]4)[N:15]=3)[S:11][C:10]=2[CH:31]=1.[CH:32]([NH2:35])([CH3:34])[CH3:33]>C(O)C>[CH:32]([NH:35][CH2:3][CH:2]([OH:1])[CH2:4][O:5][C:6]1[CH:7]=[CH:8][C:9]2[CH:13]=[C:12]([C:14]3[CH:19]=[CH:18][N:17]=[C:16]([NH:20][CH:21]4[CH2:26][C:25]([CH3:28])([CH3:27])[NH:24][C:23]([CH3:29])([CH3:30])[CH2:22]4)[N:15]=3)[S:11][C:10]=2[CH:31]=1)([CH3:34])[CH3:33]. Procedure: Compound of Example 156 (44 mg, 0.1 mmol) was dissolved in 2 ml ethanol and 100 mg (1.7 mmol) isopropylamine added. This mixture was stirred for 24 hours at 70° C. After evaporation the crude was purified by chromatography on silicagel (DCM/MeOH/ammonia:85/15/1.5). Yield: 38 mg (78%). Starting materials: BrB(Br)Br, CCN(CC)C(=O)c1ccc(-c2ccccc2OC)cc1, ClCCl. Yields the product CCN(CC)C(=O)c1ccc(-c2ccccc2O)cc1. RXN SMILES: [B:22]([Br:23])([Br:24])[Br:25].[CH2:1]([CH3:2])[N:3]([C:4](=[O:5])[c:6]1[cH:7][cH:8][c:9](-[c:12]2[c:13]([O:18][CH3:19])[cH:14][cH:15][cH:16][cH:17]2)[cH:10][cH:11]1)[CH2:20][CH3:21].[Cl:26][CH2:27][Cl:28]>>[CH2:1]([CH3:2])[N:3]([C:4](=[O:5])[c:6]1[cH:7][cH:8][c:9](-[c:12]2[c:13]([OH:18])[cH:14][cH:15][cH:16][cH:17]2)[cH:10][cH:11]1)[CH2:20][CH3:21]. Reactants: C(C)(C)(C)OC(=O)N1CCC(CC1)N(C1=CC(=CC=C1)C(=O)OC)CC1=C(C=CC(=C1)Cl)F (4-[(5-chloro-2-fluoro-benzyl)-(3-methoxycarbonyl-phenyl)-amino]-piperidine-1-carboxylic acid tert-butyl ester), amine, O=C(CCN1C(C2=CC=CC=C2C1=O)=O)C (2-(3-oxo-butyl)-isoindole-1,3-dione). Yields the product COC(C1=CC(=CC=C1)N(CC1=C(C=CC(=C1)Cl)F)C1CCN(CC1)C(CCN)C)=O (3-[[1-(3-amino-1-methyl-propyl)-piperidin-4-yl]-(5-chloro-2-fluoro-benzyl)-amino]-benzoic acid methyl ester). Reaction SMILES: C(OC([N:8]1[CH2:13][CH2:12][CH:11]([N:14]([CH2:25][C:26]2[CH:31]=[C:30]([Cl:32])[CH:29]=[CH:28][C:27]=2[F:33])[C:15]2[CH:20]=[CH:19][CH:18]=[C:17]([C:21]([O:23][CH3:24])=[O:22])[CH:16]=2)[CH2:10][CH2:9]1)=O)(C)(C)C.O=[C:35]([CH3:49])[CH2:36][CH2:37][N:38]1C(=O)C2C(=CC=CC=2)C1=O>>[CH3:24][O:23][C:21](=[O:22])[C:17]1[CH:18]=[CH:19][CH:20]=[C:15]([N:14]([CH:11]2[CH2:12][CH2:13][N:8]([CH:35]([CH3:49])[CH2:36][CH2:37][NH2:38])[CH2:9][CH2:10]2)[CH2:25][C:26]2[CH:31]=[C:30]([Cl:32])[CH:29]=[CH:28][C:27]=2[F:33])[CH:16]=1. Procedure details: Using general procedure C with the carbamate (910 mg, 1.91 mmol), then general procedure B with the resulting amine and 2-(3-oxo-butyl)-isoindole-1,3-dione (565 mg, 2.60 mmol) and then using general procedure D gave 3-[[1-(3-amino-1-methyl-propyl)-piperidin-4-yl]-(5-chloro-2-fluoro-benzyl)-amino]-benzoic acid methyl ester as a white foam (473 mg, 56% over 3 steps). Reactants: [H-].[Al+3].[Li+].[H-].[H-].[H-] (lithium aluminum hydride), C(C)OC(C(CC(C)(C)C1=C(C=CC(=C1)F)F)(C(F)(F)F)O)=O (4-(2,5-difluorophenyl)-2-hydroxy-4-methyl-2-trifluoromethyl-valeric acid ethyl ester), C(=O)(O)[O-].[Na+] (NaHCO3). The solvent is C(C)(=O)OCC (ethyl acetate), C(C)OCC (diethyl ether). Conditions: time 4 hour. Product: CC(CC(CO)(O)C(F)(F)F)C (4-methyl-2-trifluoromethyl-pentane-1,2-diol). Reaction SMILES: C([O:3][C:4](=O)[C:5]([OH:22])([C:18]([F:21])([F:20])[F:19])[CH2:6][C:7](C1C=C(F)C=CC=1F)([CH3:9])[CH3:8])C.[H-].[Al+3].[Li+].[H-].[H-].[H-].C([O-])(O)=O.[Na+]>C(OCC)C.C(OCC)(=O)C>[CH3:8][CH:7]([CH3:9])[CH2:6][C:5]([C:18]([F:19])([F:20])[F:21])([OH:22])[CH2:4][OH:3] |f:1.2.3.4.5.6,7.8|. Procedure details: 5.4 g (15.5 mmol) of 4-(2,5-difluorophenyl)-2-hydroxy-4-methyl-2-trifluoromethyl-valeric acid ethyl ester (WO 02/10143) is dissolved at 0° C. in diethyl ether and mixed within 20 minutes with 1.76 g (46.5 mmol) of lithium aluminum hydride. It is allowed to stir at room temperature for 4 hours, and then enough saturated NaHCO3 solution is carefully added until no more gas generation can be observed. The mixture is diluted with ethyl acetate, stirred for 15 more minutes, and then the formed precip...